Task: describe an organic reaction: reactants, conditions, products, and yield. Dataset: the Open Reaction Database (ORD), a public repository of structured organic reaction records The reactants are ClC=1C=CC=2N(N1)C=C(N2)C=2C=C(C=C(C2)C#N)NS(=O)(=O)C (N-(3-(6-chloroimidazo[1,2-b]pyridazin-2-yl)-5-cyanophenyl)methanesulfonamide). Reagents/catalysts: [Pd] (Pd/C). The solvent is C1CCOC1 (THF). Run at time 4 hour. Yields the product C(#N)C=1C=C(C=C(C1)C=1N=C2N(N=CC=C2)C1)NS(=O)(=O)C (N-(3-cyano-5-(imidazo[1,2-b]pyridazin-2-yl)phenyl)methanesulfonamide). Isolated yield 95.0%. Reaction SMILES: Cl[C:2]1[CH:3]=[CH:4][C:5]2[N:6]([CH:8]=[C:9]([C:11]3[CH:12]=[C:13]([NH:19][S:20]([CH3:23])(=[O:22])=[O:21])[CH:14]=[C:15]([C:17]#[N:18])[CH:16]=3)[N:10]=2)[N:7]=1>C1COCC1.[Pd]>[C:17]([C:15]1[CH:14]=[C:13]([NH:19][S:20]([CH3:23])(=[O:22])=[O:21])[CH:12]=[C:11]([C:9]2[N:10]=[C:5]3[CH:4]=[CH:3][CH:2]=[N:7][N:6]3[CH:8]=2)[CH:16]=1)#[N:18]. Procedure: A mixture of N-(3-(2-bromoacetyl)-5-cyanophenyl)methanesulfonamide (0.8 mmol) and 6-chloropyridazin-3-amine (0.8 mmol) in EtOH (8 mL) was refluxed for 4 hours. After cooling, the resulting mixture was filtrated to give N-(3-(6-chloroimidazo[1,2-b]pyridazin-2-yl)-5-cyanophenyl)methanesulfonamide in 50% yield. 10% Pd/C (20 mg) was added to the solution of N-(3-(6-chloroimidazo[1,2-b]pyridazin-2-yl)-5-cyanophenyl)methanesulfonamide (0.3 mmol) in THF (25 mL. Then it was stirred at room temperature f... The reactants are C([O-])([O-])=O.[K+].[K+] (potassium carbonate), NC1=NN(CC1)C=1C=C(C=CC1)C(F)(F)F (3-amino-1-(α,α,α-trifluoro-m-tolyl)-2-pyrazoline), BrC(C(=O)Cl)C (α-bromopropionylchloride). The solvent is C(Cl)(Cl)Cl (chloroform). Product: BrC(C(=O)NC1=NN(CC1)C=1C=C(C=CC1)C(F)(F)F)C (2-Bromo-N-[1-(α,α,α-trifluoro-m-tolyl)-2-pyrazolin-3-yl]-propionamide). Reaction SMILES: C(=O)([O-])[O-].[K+].[K+].[NH2:7][C:8]1[CH2:12][CH2:11][N:10]([C:13]2[CH:14]=[C:15]([C:19]([F:22])([F:21])[F:20])[CH:16]=[CH:17][CH:18]=2)[N:9]=1.[Br:23][CH:24]([CH3:28])[C:25](Cl)=[O:26]>C(Cl)(Cl)Cl>[Br:23][CH:24]([CH3:28])[C:25]([NH:7][C:8]1[CH2:12][CH2:11][N:10]([C:13]2[CH:14]=[C:15]([C:19]([F:20])([F:22])[F:21])[CH:16]=[CH:17][CH:18]=2)[N:9]=1)=[O:26] |f:0.1.2|. Reported procedure: To 100 ml. of chloroform with stirring is added 2.75 g. of potassium carbonate and 5.3 g. of 3-amino-1-(α,α,α-trifluoro-m-tolyl)-2-pyrazoline, then 5.0 g. of α-bromopropionylchloride is added dropwise. After the addition is complete the reaction mixture is refluxed on a steam bath for 4 hours. Then the solvent is removed in vacuo and water is added to give a gum. The gum is extracted with dichloromethane. The extracts are combined and dried over anhydrous magnesium sulfate. The solution is passe... The reactants are BrC=1C=C(C=CC1)C(CCNC(C(F)(F)F)=O)O (N-(3-(3-bromophenyl)-3-hydroxypropyl)-2,2,2-trifluoroacetamide), C(#C)C1(CCCCCCC1)O (1-ethynyl-cyclooctanol). Product: FC(C(=O)NCCC(C1=CC(=CC=C1)C#CC1(CCCCCCC1)O)O)(F)F (2,2,2-trifluoro-N-(3-hydroxy-3-(3-(2-(1-hydroxycyclooctyl)ethynyl)phenyl)propyl)acetamide). As a reaction SMILES: Br[C:2]1[CH:3]=[C:4]([CH:8]([OH:18])[CH2:9][CH2:10][NH:11][C:12](=[O:17])[C:13]([F:16])([F:15])[F:14])[CH:5]=[CH:6][CH:7]=1.[C:19]([C:21]1([OH:29])[CH2:28][CH2:27][CH2:26][CH2:25][CH2:24][CH2:23][CH2:22]1)#[CH:20]>>[F:14][C:13]([F:16])([F:15])[C:12]([NH:11][CH2:10][CH2:9][CH:8]([OH:18])[C:4]1[CH:5]=[CH:6][CH:7]=[C:2]([C:20]#[C:19][C:21]2([OH:29])[CH2:22][CH2:23][CH2:24][CH2:25][CH2:26][CH2:27][CH2:28]2)[CH:3]=1)=[O:17]. Procedure: Sonogashira reaction of 25 with 1-ethynyl-cyclooctanol yielded 2,2,2-trifluoro-N-(3-hydroxy-3-(3-(2-(1-hydroxycyclooctyl)ethynyl)phenyl)propyl)acetamide as yellow oil. Yield (0.54 g, 44%). This compound was used without further purification in the next step. Starting materials: FC1=C(C=CC=C1F)C(COC(COC(C1=CC=CC=C1)(C1=CC=CC=C1)C1=CC=CC=C1)C=C)=NO (1-(2,3-Difluorophenyl)-2-(1-(trityloxy)but-3-en-2-yloxy)ethanone oxime), C1(O)=CC=C(O)C=C1 (hydroquinone). Run in C1(=CC=CC=C1)C (toluene). Conditions: temperature 112.5 celsius, time 13 hour. Yields the product FC1=C(C=CC=C1F)[C@@]12NOC[C@@H]1[C@H](OC2)COC(C2=CC=CC=C2)(C2=CC=CC=C2)C2=CC=CC=C2 ((3aR*,4S*,6aS*)-6a-(2,3-Difluorophenyl)-4-((trityloxy)methyl)hexahydrofuro[3,4-c]isoxazole). Isolated yield 66.1%. As a reaction SMILES: [F:1][C:2]1[C:7]([F:8])=[CH:6][CH:5]=[CH:4][C:3]=1[C:9](=[N:36][OH:37])[CH2:10][O:11][CH:12]([CH:34]=[CH2:35])[CH2:13][O:14][C:15]([C:28]1[CH:33]=[CH:32][CH:31]=[CH:30][CH:29]=1)([C:22]1[CH:27]=[CH:26][CH:25]=[CH:24][CH:23]=1)[C:16]1[CH:21]=[CH:20][CH:19]=[CH:18][CH:17]=1.C1(C=CC(O)=CC=1)O>C1(C)C=CC=CC=1>[F:1][C:2]1[C:7]([F:8])=[CH:6][CH:5]=[CH:4][C:3]=1[C@:9]12[CH2:10][O:11][C@H:12]([CH2:13][O:14][C:15]([C:16]3[CH:21]=[CH:20][CH:19]=[CH:18][CH:17]=3)([C:22]3[CH:23]=[CH:24][CH:25]=[CH:26][CH:27]=3)[C:28]3[CH:29]=[CH:30][CH:31]=[CH:32][CH:33]=3)[C@H:34]1[CH2:35][O:37][NH:36]2. Procedure: To a solution of 1-(2,3-Difluorophenyl)-2-(1-(trityloxy)but-3-en-2-yloxy)ethanone oxime (20.0 g, 0.0400 mol, 1.0 equiv.) in toluene (140 mL) was charged hydroquinone (0.0882 g, 0.008 mol, 0.2 equiv.). The reaction mixture was heated to reflux (110-115° C.) and held for 13 h. The reaction mixture was cooled to 20-25° C. and then concentrated under vacuum (T<45° C.). The solvents were chased with 2-propanol (100 mL). To the crude residue was charged isopropanol (140 mL) and the mixture was heated ... Starting materials: N#Cc1cccc(-c2csc(Br)n2)c1, O=C([O-])[O-], CN(C)C=O, [K+], [K+], CC(C)(C)OC(=O)N1CCNCC1, O. The product is CC(C)(C)OC(=O)N1CCN(c2nc(-c3cccc(C#N)c3)cs2)CC1. Reaction SMILES: [Br:1][c:2]1[s:3][cH:4][c:5](-[c:7]2[cH:8][c:9]([C:10]#[N:11])[cH:12][cH:13][cH:14]2)[n:6]1.[C:28](=[O:29])([O-:30])[O-:31].[CH3:35][N:36]([CH3:37])[CH:38]=[O:39].[K+:32].[K+:33].[N:15]1([C:21](=[O:22])[O:23][C:24]([CH3:25])([CH3:26])[CH3:27])[CH2:16][CH2:17][NH:18][CH2:19][CH2:20]1.[OH2:34]>>[c:2]1([N:18]2[CH2:17][CH2:16][N:15]([C:21](=[O:22])[O:23][C:24]([CH3:25])([CH3:26])[CH3:27])[CH2:20][CH2:19]2)[s:3][cH:4][c:5](-[c:7]2[cH:8][c:9]([C:10]#[N:11])[cH:12][cH:13][cH:14]2)[n:6]1.